From a dataset of the Open Reaction Database (ORD), a public repository of structured organic reaction records. describe an organic reaction: reactants, conditions, products, and yield RXN SMILES: O[C:2]1([C:18]2[CH:23]=[CH:22][CH:21]=[CH:20][CH:19]=2)[CH:10]2[CH:6]([CH2:7][N:8]([CH2:11][C:12]3[CH:17]=[CH:16][CH:15]=[CH:14][CH:13]=3)[CH2:9]2)[S:5][CH2:4][CH2:3]1.[OH-].[Na+]>C1C=CC=CC=1.ClCCl.[Cl-].[Cl-].[Cl-].[Cl-].[Zr+4]>[CH2:11]([N:8]1[CH2:9][CH:10]2[C:2]([C:12]3[CH:17]=[CH:16][CH:15]=[CH:14][CH:13]=3)([C:18]3[CH:23]=[CH:22][CH:21]=[CH:20][CH:19]=3)[CH2:3][CH2:4][S:5][CH:6]2[CH2:7]1)[C:12]1[CH:17]=[CH:16][CH:15]=[CH:14][CH:13]=1 |f:1.2,5.6.7.8.9|. Starting materials: aqueous solution, [OH-].[Na+] (sodium hydroxide), OC1(CCSC2CN(CC21)CC2=CC=CC=C2)C2=CC=CC=C2 ((4RS,4aSR,7aRS)-4-hydroxy4-phenyl-6-benzylperhydrothiopyrano[2,3-c]pyrrole). The solvent is ClCCl (dichloromethane), C1=CC=CC=C1 (benzene). The yield is 85.8%. Procedure details: 43.7 g of zirconium tetrachloride are added to a solution of 12.2 g of (4RS,4aSR,7aRS)-4-hydroxy4-phenyl-6-benzylperhydrothiopyrano[2,3-c]pyrrole in 180 cm3 of benzene. The reaction mixture is refluxed for 1 hour and then brought to 20° C. and diluted with 200 cm3 of dichloromethane. 150 cm3 of a 4N aqueous solution of sodium hydroxide are added to the resulting cooled solution. The suspension obtained is filtered, the filtrate is decanted, the organic phase is washed with 200 cm3 of a saturated... The reagents and catalysts are [Cl-].[Cl-].[Cl-].[Cl-].[Zr+4] (zirconium tetrachloride). The product is C(C1=CC=CC=C1)N1CC2C(C1)C(CCS2)(C2=CC=CC=C2)C2=CC=CC=C2 ((4aRS,7aRS)-6-benzyl-4,4-diphenylperhydrothiopyrano[2,3-c]pyrrole). Reactants: Cl.Cl.Cl.Cl.[C@@H]12N[C@@H]([C@@H](CC1)C2)C=2NC(=CN2)C2=CC=C(C=C2)C=2C=C1C=CC(=CC1=CC2)C2=CN=C(N2)[C@H]2N(CC1(CC1)C2)C([C@H](C(C)C)NC(OC)=O)=O (Methyl (S)-1-((S)-6-(5-(6-(4-(2-((1R,3S,4S)-2-azabicyclo[2.2.1]heptan-3-yl)-1H-imidazol-5-yl)phenyl)naphthalen-2-yl)-1H-imidazol-2-yl)-5-azaspiro[2.4]heptan-5-yl)-3-methyl-1-oxobutan-2-ylcarbamate tetrahydrochloride), O.OC1=CC=CC=2NN=NC21 (hydroxybenzotriazole hydrate), CN1CCOCC1 (N-methylmorpholine), FC(OCC[C@@H](C(=O)O)NC(=O)OC)F ((S)-4-(difluoromethoxy)-2-(methoxycarbonylamino)butanoic acid), Cl.CN(CCCN=C=NCC)C (N-(3-dimethylaminopropyl)-N′-ethylcarbodiimide hydrochloride). Solvent: CN(C=O)C (N,N-dimethylformamide). Run at temperature 0 celsius, time 4 hour. Product: COC(N[C@H](C(=O)N1CC2(CC2)C[C@H]1C=1NC(=CN1)C1=CC2=CC=C(C=C2C=C1)C1=CC=C(C=C1)C1=CN=C(N1)[C@H]1N([C@@H]2CC[C@H]1C2)C([C@H](CCOC(F)F)NC(=O)OC)=O)C(C)C)=O ((S)-1-((S)-6-(5-(6-(4-(2-((1R,3S,4S)-2-((S)-4-(difluoromethoxy)-2-(methoxycarbonylamino)butanoyl)-2-azabicyclo[2.2.1]heptan-3-yl)-1H-imidazol-5-yl)phenyl)naphthalen-2-yl)-1H-imidazol-2-yl)-5-azaspiro[2.4]heptan-5-yl)-3-methyl-1-oxobutan-2-ylcarbamic acid methyl ester). Reaction SMILES: Cl.Cl.Cl.Cl.[C@H:5]12[CH2:11][C@H:8]([CH2:9][CH2:10]1)[C@@H:7]([C:12]1[NH:13][C:14]([C:17]3[CH:22]=[CH:21][C:20]([C:23]4[CH:24]=[C:25]5[C:30](=[CH:31][CH:32]=4)[CH:29]=[C:28]([C:33]4[NH:37][C:36]([C@@H:38]6[CH2:44][C:41]7([CH2:43][CH2:42]7)[CH2:40][N:39]6[C:45](=[O:55])[C@@H:46]([NH:50][C:51](=[O:54])[O:52][CH3:53])[CH:47]([CH3:49])[CH3:48])=[N:35][CH:34]=4)[CH:27]=[CH:26]5)=[CH:19][CH:18]=3)=[CH:15][N:16]=1)[NH:6]2.[F:56][CH:57]([F:70])[O:58][CH2:59][CH2:60][C@H:61]([NH:65][C:66]([O:68][CH3:69])=[O:67])[C:62](O)=[O:63].Cl.CN(C)CCCN=C=NCC.O.OC1C2N=NNC=2C=CC=1.CN1CCOCC1>CN(C)C=O>[CH3:53][O:52][C:51](=[O:54])[NH:50][C@@H:46]([CH:47]([CH3:49])[CH3:48])[C:45]([N:39]1[C@H:38]([C:36]2[NH:37][C:33]([C:28]3[CH:27]=[CH:26][C:25]4[C:30](=[CH:31][CH:32]=[C:23]([C:20]5[CH:19]=[CH:18][C:17]([C:14]6[NH:13][C:12]([C@@H:7]7[C@@H:8]8[CH2:11][C@@H:5]([CH2:10][CH2:9]8)[N:6]7[C:62](=[O:63])[C@@H:61]([NH:65][C:66]([O:68][CH3:69])=[O:67])[CH2:60][CH2:59][O:58][CH:57]([F:70])[F:56])=[N:16][CH:15]=6)=[CH:22][CH:21]=5)[CH:24]=4)[CH:29]=3)=[CH:34][N:35]=2)[CH2:44][C:41]2([CH2:42][CH2:43]2)[CH2:40]1)=[O:55] |f:0.1.2.3.4,6.7,8.9|. Procedure: Methyl (S)-1-((S)-6-(5-(6-(4-(2-((1R,3S,4S)-2-azabicyclo[2.2.1]heptan-3-yl)-1H-imidazol-5-yl)phenyl)naphthalen-2-yl)-1H-imidazol-2-yl)-5-azaspiro[2.4]heptan-5-yl)-3-methyl-1-oxobutan-2-ylcarbamate tetrahydrochloride (66 mg, 0.096 mmol), (S)-4-(difluoromethoxy)-2-(methoxycarbonylamino)butanoic acid (20 mg, 0.088 mmol), N-(3-dimethylaminopropyl)-N′-ethylcarbodiimide hydrochloride (24 mg, and hydroxybenzotriazole hydrate (HOBt) (17 mg, 0.125 mmol) were all weighed out in a flask and anhydrous N,N-d... Starting materials: CCC=CCC=CCC=CCC=CCCC=CC=C(CC)C(=O)OCC, CCO, Cl, [Li+], [OH-], O. Product: CCC=CCC=CCC=CCC=CCCC=CC=C(CC)C(=O)O. As a reaction SMILES: [CH2:1]([CH3:2])[C:3]([C:4](=[O:5])[O:6][CH2:7][CH3:8])=[CH:9][CH:10]=[CH:11][CH2:12][CH2:13][CH:14]=[CH:15][CH2:16][CH:17]=[CH:18][CH2:19][CH:20]=[CH:21][CH2:22][CH:23]=[CH:24][CH2:25][CH3:26].[CH3:30][CH2:31][OH:32].[ClH:29].[Li+:28].[OH-:27].[OH2:33]>>[CH2:1]([CH3:2])[C:3]([C:4](=[O:5])[OH:6])=[CH:9][CH:10]=[CH:11][CH2:12][CH2:13][CH:14]=[CH:15][CH2:16][CH:17]=[CH:18][CH2:19][CH:20]=[CH:21][CH2:22][CH:23]=[CH:24][CH2:25][CH3:26]. Starting materials: O=C([O-])[O-], COc1ccc(S)cc1, NCCCl, Cl, [Cs+], [Cs+], CN(C)C=O. Yields the product COc1ccc(SCCN)cc1, Cl, Cl. As a reaction SMILES: [C:15](=[O:16])([O-:17])[O-:18].[CH3:1][O:2][c:3]1[cH:4][cH:5][c:6]([SH:9])[cH:7][cH:8]1.[Cl:10][CH2:11][CH2:12][NH2:13].[ClH:14].[Cs+:19].[Cs+:20].[O:21]=[CH:22][N:23]([CH3:24])[CH3:25]>>[CH3:1][O:2][c:3]1[cH:4][cH:5][c:6]([S:9][CH2:11][CH2:12][NH2:13])[cH:7][cH:8]1.[ClH:10].[ClH:14]. Starting materials: [Al+3], C1CCOC1, CCOC(=O)c1c(Cl)cc(C)nc1Cl, [H-], [H-], [H-], [H-], [Li+], [Na+], [OH-], O. The product is Cc1cc(Cl)c(CO)c(Cl)n1. RXN SMILES: [Al+3:16].[CH2:24]1[O:25][CH2:26][CH2:27][CH2:28]1.[Cl:1][c:2]1[c:3]([C:4](=[O:5])[O:6][CH2:7][CH3:8])[c:9]([Cl:14])[cH:10][c:11]([CH3:13])[n:12]1.[H-:15].[H-:18].[H-:19].[H-:20].[Li+:17].[Na+:23].[OH-:22].[OH2:21]>>[Cl:1][c:2]1[c:3]([CH2:4][OH:5])[c:9]([Cl:14])[cH:10][c:11]([CH3:13])[n:12]1.